Dataset: the Open Reaction Database (ORD), a public repository of structured organic reaction records. Task: describe an organic reaction: reactants, conditions, products, and yield Reactants: O=C(O)COc1ccccc1, Cc1ccc(N)c(C)c1. The reagents and catalysts are COC1=NC(=NC(=N1)Cl)OC (CDMT), CN1CCOCC1 (NMM). The solvent is CN(C)C=O (DMF), CN(C)C=O (DMF), CN(C)C=O (DMF), CN(C)C=O (DMF), CN(C)C=O (DMF), CN(C)C=O (DMF). Reaction conditions: temperature 25 celsius, time 2 hour. Yields the product Cc1ccc(NC(=O)COc2ccccc2)c(C)c1. Isolated yield 74.1%. Reaction SMILES: Cc1ccc(N)c(C)c1.O=C(O)COc1ccccc1.COC1=NC(=NC(=N1)Cl)OC.CN1CCOCC1.CN(C)C=O>>Cc1ccc(NC(=O)COc2ccccc2)c(C)c1. Starting materials: BrC1=NC=2N(C(N(C(C2N1)=O)CCCC)=O)CCCC (8-bromo-1,3-di-n-butyl-xanthine), C(C1=CC=CC=C1)N (benzylamine), N1C(=O)NC=2N=CNC2C1=O (xanthine). Yields the product C(C1=CC=CC=C1)NC1=NC=2N(C(N(C(C2N1)=O)CCCC)=O)CCCC (8-benzylamino-1,3-di-n-butyl-xanthine). RXN SMILES: Br[C:2]1[NH:10][C:9]2[C:8](=[O:11])[N:7]([CH2:12][CH2:13][CH2:14][CH3:15])[C:6](=[O:16])[N:5]([CH2:17][CH2:18][CH2:19][CH3:20])[C:4]=2[N:3]=1.[CH2:21]([NH2:28])[C:22]1[CH:27]=[CH:26][CH:25]=[CH:24][CH:23]=1.N1C(=O)C2NC=NC=2NC1=O>>[CH2:21]([NH:28][C:2]1[NH:10][C:9]2[C:8](=[O:11])[N:7]([CH2:12][CH2:13][CH2:14][CH3:15])[C:6](=[O:16])[N:5]([CH2:17][CH2:18][CH2:19][CH3:20])[C:4]=2[N:3]=1)[C:22]1[CH:27]=[CH:26][CH:25]=[CH:24][CH:23]=1. Procedure: Heat together a mixture of one equivalent of 8-bromo-1,3-di-n-butyl-xanthine and three to four equivalents of benzylamine at 160°-180° C. until thin layer chromatography shows that no starting xanthine remains. Cool. Triturate with ethanol and water to yield 8-benzylamino-1,3-di-n-butyl-xanthine. Reactants: CCc1ccc(F)c(Br)c1, O=C([O-])[O-], COCCOC, CCOC(C)=O, [Na+], [Na+], O, OB(O)c1ccccc1, c1ccc(P(c2ccccc2)(c2ccccc2)[Pd](P(c2ccccc2)(c2ccccc2)c2ccccc2)(P(c2ccccc2)(c2ccccc2)c2ccccc2)P(c2ccccc2)(c2ccccc2)c2ccccc2)cc1. Yields the product CCc1ccc(F)c(-c2ccccc2)c1. Reaction SMILES: [Br:1][c:2]1[c:3]([F:10])[cH:4][cH:5][c:6]([CH2:8][CH3:9])[cH:7]1.[C:20](=[O:21])([O-:22])[O-:23].[CH3:26][O:27][CH2:28][CH2:29][O:30][CH3:31].[CH3:33][CH2:34][O:35][C:36]([CH3:37])=[O:38].[Na+:24].[Na+:25].[OH2:32].[OH:11][B:12]([OH:13])[c:14]1[cH:15][cH:16][cH:17][cH:18][cH:19]1.[cH:39]1[cH:40][cH:41][c:42]([P:43]([Pd:44]([P:45]([c:46]2[cH:47][cH:48][cH:49][cH:50][cH:51]2)([c:52]2[cH:53][cH:54][cH:55][cH:56][cH:57]2)[c:58]2[cH:59][cH:60][cH:61][cH:62][cH:63]2)([P:64]([c:65]2[cH:66][cH:67][cH:68][cH:69][cH:70]2)([c:71]2[cH:72][cH:73][cH:74][cH:75][cH:76]2)[c:77]2[cH:78][cH:79][cH:80][cH:81][cH:82]2)[P:83]([c:84]2[cH:85][cH:86][cH:87][cH:88][cH:89]2)([c:90]2[cH:91][cH:92][cH:93][cH:94][cH:95]2)[c:96]2[cH:97][cH:98][cH:99][cH:100][cH:101]2)([c:102]2[cH:103][cH:104][cH:105][cH:106][cH:107]2)[c:108]2[cH:109][cH:110][cH:111][cH:112][cH:113]2)[cH:114][cH:115]1>>[c:2]1(-[c:14]2[cH:15][cH:16][cH:17][cH:18][cH:19]2)[c:3]([F:10])[cH:4][cH:5][c:6]([CH2:8][CH3:9])[cH:7]1. The reactants are O=C([O-])O, ClCCl, Cc1cc2c(cc1C(F)(F)F)N(C(=O)OC(C)(C)C)CCCC2N(Cc1cc(C(F)(F)F)cc(C(F)(F)F)c1)c1nnn(C)n1, [Na+], O=C(O)C(F)(F)F. The product is Cc1cc2c(cc1C(F)(F)F)NCCCC2N(Cc1cc(C(F)(F)F)cc(C(F)(F)F)c1)c1nnn(C)n1. Reaction SMILES: [C:53](=[O:54])([OH:55])[O-:56].[CH2:58]([Cl:59])[Cl:60].[F:8][C:9]([c:10]1[cH:11][c:12]([CH2:13][N:14]([CH:15]2[c:16]3[c:17]([cH:29][c:30]([C:34]([F:35])([F:36])[F:37])[c:31]([CH3:33])[cH:32]3)[N:18]([C:22]([O:23][C:24]([CH3:25])([CH3:26])[CH3:27])=[O:28])[CH2:19][CH2:20][CH2:21]2)[c:38]2[n:39][n:40][n:41]([CH3:43])[n:42]2)[cH:44][c:45]([C:47]([F:48])([F:49])[F:50])[cH:46]1)([F:51])[F:52].[Na+:57].[OH:1][C:2]([C:3]([F:4])([F:5])[F:6])=[O:7]>>[F:8][C:9]([c:10]1[cH:11][c:12]([CH2:13][N:14]([CH:15]2[c:16]3[c:17]([cH:29][c:30]([C:34]([F:35])([F:36])[F:37])[c:31]([CH3:33])[cH:32]3)[NH:18][CH2:19][CH2:20][CH2:21]2)[c:38]2[n:39][n:40][n:41]([CH3:43])[n:42]2)[cH:44][c:45]([C:47]([F:48])([F:49])[F:50])[cH:46]1)([F:51])[F:52]. The reactants are ClCCOCCl (1-chloro-2-(chloromethoxy)ethane), O (water), [Li+].CC(C)[N-]C(C)C (LDA), C(C(C)C)#N (isobutyronitrile). Solvent: C1CCOC1 (THF), CCOCC (Et2O), C1CCOC1 (THF), C1CCOC1 (THF). Run at time 20 minute. Yields the product ClCCOCC(C#N)(C)C (3-(2-Chloroethoxy)-2,2-dimethylpropanenitrile). The yield is 101.6%. RXN SMILES: [Li+].CC([N-]C(C)C)C.[C:9](#[N:13])[CH:10]([CH3:12])[CH3:11].[Cl:14][CH2:15][CH2:16][O:17][CH2:18]Cl.O>C1COCC1.CCOCC>[Cl:14][CH2:15][CH2:16][O:17][CH2:18][C:10]([CH3:12])([CH3:11])[C:9]#[N:13] |f:0.1|. Procedure details: To a solution of LDA (0.14 mol) in 100 mL THF at −30 C under N2 was added drop-wise isobutyronitrile (9.7 g, 0.14 mol) in 40 mL THF over 20 min. After 20 min, a solution of 1-chloro-2-(chloromethoxy)ethane (18.1 g, 0.14 mol) in 50 mL THF was added drop-wise and the temperature was allowed to gradually rise to room temperature and stirred for 5 h. This was treated with 200 mL of water and Et2O and the layers separated. The aqueous layer was extracted further with Et2O. The combined extracts were ... The reactants are [N+](=O)([O-])C1=CC=C(C=C1)C(O)C=1N=C(NC1)CCC ((4-nitrophenyl)[2-(1-propyl)imidazolyl]methanol). Reagents/catalysts: [C].[Pd] (palladium carbon). Solvent: CO (methanol), C(C)O (ethanol). Run at time 4 hour. Product: NC1=CC=C(C=C1)C(O)C=1N=C(NC1)CCC ((4-aminophenyl)[2-(1-propyl)imidazolyl]methanol). The yield is 88.4%. Reaction SMILES: [N+:1]([C:4]1[CH:9]=[CH:8][C:7]([CH:10]([C:12]2[N:13]=[C:14]([CH2:17][CH2:18][CH3:19])[NH:15][CH:16]=2)[OH:11])=[CH:6][CH:5]=1)([O-])=O>CO.C(O)C.[C].[Pd]>[NH2:1][C:4]1[CH:5]=[CH:6][C:7]([CH:10]([C:12]2[N:13]=[C:14]([CH2:17][CH2:18][CH3:19])[NH:15][CH:16]=2)[OH:11])=[CH:8][CH:9]=1 |f:3.4|. Reported procedure: To a mixed solution of (4-nitrophenyl)[2-(1-propyl)imidazolyl]methanol (4.5 g) in methanol (150 ml) and ethanol (100 ml), 10% palladium carbon (450 mg) was added, and the mixture was stirred for 4 hours under hydrogen atmosphere. The insolubles were filtered off, and the residue was purified by basic silica gel column chromatography (methanol-ethyl acetate=1:8) and recrystallized from ethyl acetate-diisopropyl ether, to give (4-aminophenyl)[2-(1-propyl)imidazolyl]methanol (3.52 g) as brown cryst... The reactants are CS(=O)(=O)OCCOC1=CC2=CC=CC=C2C=C1 (2-(2-naphthyloxy)ethanol O-methanesulfonate), NC1=CC=C(C(=O)OCC)C=C1 (ethyl p-aminobenzoate). Solvent: O (water), CN(P(=O)(N(C)C)N(C)C)C (hexamethylphosphoramide). Product: C1=C(C=CC2=CC=CC=C12)OCCNC1=CC=C(C(=O)OCC)C=C1 (Ethyl p-{[2-(2-naphthyloxy)ethyl]amino}benzoate). RXN SMILES: CS(O[CH2:6][CH2:7][O:8][C:9]1[CH:18]=[CH:17][C:16]2[C:11](=[CH:12][CH:13]=[CH:14][CH:15]=2)[CH:10]=1)(=O)=O.[NH2:19][C:20]1[CH:30]=[CH:29][C:23]([C:24]([O:26][CH2:27][CH3:28])=[O:25])=[CH:22][CH:21]=1>CN(C)P(N(C)C)(N(C)C)=O.O>[CH:10]1[C:11]2[C:16](=[CH:15][CH:14]=[CH:13][CH:12]=2)[CH:17]=[CH:18][C:9]=1[O:8][CH2:7][CH2:6][NH:19][C:20]1[CH:21]=[CH:22][C:23]([C:24]([O:26][CH2:27][CH3:28])=[O:25])=[CH:29][CH:30]=1. Procedure details: A mixture of 18.7 g of 2-(2-naphthyloxy)ethanol O-methanesulfonate and 23.6 g of ethyl p-aminobenzoate is heated in 300 ml of hexamethylphosphoramide at 110° C. for 16 hours. The mixture is cooled, diluted with water, and worked up as described in Example 3 to give the crystalline product. Recrystallization from ethanol gives crystals, mp 158°-162° C. Reactants: [Li+].[OH-] (LiOH), COC(C[C@H](NC(=O)[C@H]1CN(CCC1)C(\C=C\C1CCN(CC1)C(=O)OC(C)(C)C)=O)CCC1=CC(=C(C=C1)OC)OC)=O (N-[(R)-1-[3-(1-tert-butoxycarbonyl-4-piperidyl)-(E)-acryloyl]-3-piperidylcarbonyl]-3(R)-(3,4-dimethoxyphenethyl)-β-alanine methyl ester), CCO (EtOH). Run in O (H2O), O1CCCC1 (tetrahydrofuran). Run at time 3 hour. Product: C(C)(C)(C)OC(=O)N1CCC(CC1)/C=C/C(=O)N1C[C@@H](CCC1)C(=O)N[C@@H](CC(=O)O)CCC1=CC(=C(C=C1)OC)OC (N-[(R)-1-[3-(1-tert-butoxycarbonyl-4-piperidyl)-(E)-acryloyl]-3-piperidylcarbonyl]-3(R)-(3,4-dimethoxyphenethyl)-β-alanine). The yield is 74.4%. As a reaction SMILES: [Li+].[OH-].C[O:4][C:5](=[O:46])[CH2:6][C@@H:7]([CH2:34][CH2:35][C:36]1[CH:41]=[CH:40][C:39]([O:42][CH3:43])=[C:38]([O:44][CH3:45])[CH:37]=1)[NH:8][C:9]([C@@H:11]1[CH2:16][CH2:15][CH2:14][N:13]([C:17](=[O:33])/[CH:18]=[CH:19]/[CH:20]2[CH2:25][CH2:24][N:23]([C:26]([O:28][C:29]([CH3:32])([CH3:31])[CH3:30])=[O:27])[CH2:22][CH2:21]2)[CH2:12]1)=[O:10].CCO>O.O1CCCC1>[C:29]([O:28][C:26]([N:23]1[CH2:24][CH2:25][CH:20](/[CH:19]=[CH:18]/[C:17]([N:13]2[CH2:14][CH2:15][CH2:16][C@@H:11]([C:9]([NH:8][C@H:7]([CH2:34][CH2:35][C:36]3[CH:41]=[CH:40][C:39]([O:42][CH3:43])=[C:38]([O:44][CH3:45])[CH:37]=3)[CH2:6][C:5]([OH:46])=[O:4])=[O:10])[CH2:12]2)=[O:33])[CH2:21][CH2:22]1)=[O:27])([CH3:31])([CH3:30])[CH3:32] |f:0.1|. Procedure details: A solution of LiOH (0.11 g) in H2O (10 ml) was added to a solution of N-[(R)-1-[3-(1-tert-butoxycarbonyl-4-piperidyl)-(E)-acryloyl]-3-piperidylcarbonyl]-3(R)-(3,4-dimethoxyphenethyl)-β-alanine methyl ester (1.83 g) in tetrahydrofuran (10 ml)-EtOH (10 ml) at 0° C. The reaction mixture was stirred for 3 hours at room temperature, and the solvent was evaporated in vacuo. The residue was resolved in ethyl acetate-water, and acidified with 10% aq. KHSO4. The whole was washed with water and brine, dri...